This data is from the Open Reaction Database (ORD), a public repository of structured organic reaction records. The task is: describe an organic reaction: reactants, conditions, products, and yield The reactants are Example 1 ( 3 ), C(C)OC(CSC1=CC(=C(C(=C1)F)C)F)OCC (1,1-diethoxy-2-(3,5-difluoro-4-methylphenylthio)ethane), C(C)OC(CSC1=CC(=C(C=C1)C)F)OCC (1,1-diethoxy-2-(3-fluoro-4-methylphenylthio)ethane). RXN SMILES: C(O[CH:4](OCC)[CH2:5][S:6][C:7]1[CH:12]=[C:11]([F:13])[C:10]([CH3:14])=[C:9]([F:15])[CH:8]=1)C.C(OC(OCC)CSC1C=CC(C)=C(F)C=1)C>>[F:13][C:11]1[C:12]2[CH:4]=[CH:5][S:6][C:7]=2[CH:8]=[C:9]([F:15])[C:10]=1[CH3:14]. The product is FC1=C(C(=CC=2SC=CC21)F)C (4,6-difluoro-5-methylbenzo[b]thiophene). Procedure: The same procedure as in Reference Example 1 (3) is repeated, except that 1,1-diethoxy-2-(3,5-difluoro-4-methylphenylthio)ethane is substituted for the 1,1-diethoxy-2-(3-fluoro-4-methylphenylthio)ethane, to obtain 4,6-difluoro-5-methylbenzo[b]thiophene.